This data is from the Open Reaction Database (ORD), a public repository of structured organic reaction records. The task is: describe an organic reaction: reactants, conditions, products, and yield Reactants: CC(C(=O)C1=CC(=CC=C1)C(F)(F)F)C(CCC)=O (2-methyl-1-(3-trifluoromethylphenyl)-hexane-1,3-dione), NC(=O)N (urea), Cl (HCl), NC(=O)N (urea), Cl (HCl). Solvent: C(C)O (ethanol). Yields the product CC=1C(=NC(NC1CCC)=O)C1=CC(=CC=C1)C(F)(F)F (5-methyl-6-propyl-4-(3-trifluoromethylphenyl)-1H-pyrimidin-2-one). The yield is 57.7%. As a reaction SMILES: [CH3:1][CH:2]([C:15](=O)[CH2:16][CH2:17][CH3:18])[C:3]([C:5]1[CH:10]=[CH:9][CH:8]=[C:7]([C:11]([F:14])([F:13])[F:12])[CH:6]=1)=O.[NH2:20][C:21]([NH2:23])=[O:22].Cl>C(O)C>[CH3:1][C:2]1[C:3]([C:5]2[CH:10]=[CH:9][CH:8]=[C:7]([C:11]([F:14])([F:13])[F:12])[CH:6]=2)=[N:20][C:21](=[O:22])[NH:23][C:15]=1[CH2:16][CH2:17][CH3:18]. Procedure details: A stirred mixture of 2-methyl-1-(3-trifluoromethylphenyl)-hexane-1,3-dione (102 mg), urea (45 mg), HCl (0.10 mL, 5M) and ethanol (4 mL) was heated at reflux for 16 h. Further urea (30 mg) and HCl (0.10 mL, 5M) were added and heating continued at reflux for 24 h. The mixture was allowed to cool and the solvent was evaporated at reduced pressure. The residue was dissolved in a mixture of ethyl acetate (10 mL) and water (10 mL), the organic layer was separated and further washed with a solution of ... The reactants are CC1=NC=CC=C1OC1=CC=CC=C1 (2-methyl-3-phenoxy-pyridine), ClC=1C=C(C(=O)OO)C=CC1 (3-chloroperoxybenzoic acid). The solvent is C(Cl)Cl (CH2Cl2), C(Cl)Cl (CH2Cl2). Conditions: time 24 hour. Product: CC1=[N+](C=CC=C1OC1=CC=CC=C1)[O-] (2-methyl-3-phenoxy-pyridine 1-oxide). RXN SMILES: [CH3:1][C:2]1[C:7]([O:8][C:9]2[CH:14]=[CH:13][CH:12]=[CH:11][CH:10]=2)=[CH:6][CH:5]=[CH:4][N:3]=1.ClC1C=C(C=CC=1)C(OO)=[O:20]>C(Cl)Cl>[CH3:1][C:2]1[C:7]([O:8][C:9]2[CH:14]=[CH:13][CH:12]=[CH:11][CH:10]=2)=[CH:6][CH:5]=[CH:4][N+:3]=1[O-:20]. Procedure details: To a solution of 2-methyl-3-phenoxy-pyridine (0.501 g, 2.70 mmol) (Butler, D E et al. J. Med. Chem 1981, 24, 346-350) in CH2Cl2 (2.7 mL) was added 3-chloroperoxybenzoic acid (0.698 g, 4.05 mmol) and the solution stirred at room temperature for 24 h. Reaction mixture was diluted with CH2Cl2 (30 mL) and the organic layer was washed with saturated aqueous NaHCO3 (2×30 mL), dried (MgSO4), and concentrated to give 2-methyl-3-phenoxy-pyridine 1-oxide as a brown oil, which was used without further puri... Starting materials: four, C1=CC=CC=C1 (benzene), CC(C1=CC=CC=C1)(C)N (α,α-dimethylbenzylamine), BrC(C(=O)Cl)C(C)(C)C (α-bromo-tert-butylacetyl chloride). Solvent: C(C)N(CC)CC (triethylamine). Run at time 3 hour. Yields the product CC(C1=CC=CC=C1)(C)NC(C(Br)C(C)(C)C)=O (N-(α,α-dimethylbenzyl)-α-bromo-tert-butylacetamide). Yield: 73.6%. Reaction SMILES: C1C=CC=CC=1.[CH3:7][C:8]([NH2:16])([CH3:15])[C:9]1[CH:14]=[CH:13][CH:12]=[CH:11][CH:10]=1.[Br:17][CH:18]([C:22]([CH3:25])([CH3:24])[CH3:23])[C:19](Cl)=[O:20]>C(N(CC)CC)C>[CH3:7][C:8]([NH:16][C:19](=[O:20])[CH:18]([C:22]([CH3:25])([CH3:24])[CH3:23])[Br:17])([CH3:15])[C:9]1[CH:14]=[CH:13][CH:12]=[CH:11][CH:10]=1. Procedure: Into a 200 ml four necked flask, there were charged benzene (100 ml), α,α-dimethylbenzylamine (9 g) and triethylamine (7.4 g), and α-bromo-tert-butylacetyl chloride (14.5 g) was dropwise added thereto while stirring at room temperature. Stirring was continued for 3 hours. The reaction mixture was washed with water to remove triethylamine hydrochloride. After the benzene layer was dried over anhydrous sodium sulfate, the solvent was distilled off under reduced pressure. The obtained residue was r... The reactants are ClC(Cl)(Cl)Cl, CC(=O)Nc1ccc(C(C)(C)C)cc1CBr, CNC1CCCCC1. Product: CC(=O)Nc1ccc(C(C)(C)C)cc1CN(C)C1CCCCC1. Reaction SMILES: [C:25]([Cl:26])([Cl:27])([Cl:28])[Cl:29].[C:9]([CH3:10])(=[O:11])[NH:12][c:13]1[c:14]([CH2:15][Br:16])[cH:17][c:18]([C:21]([CH3:22])([CH3:23])[CH3:24])[cH:19][cH:20]1.[CH3:1][NH:2][CH:3]1[CH2:4][CH2:5][CH2:6][CH2:7][CH2:8]1>>[CH3:1][N:2]([CH:3]1[CH2:4][CH2:5][CH2:6][CH2:7][CH2:8]1)[CH2:15][c:14]1[c:13]([NH:12][C:9]([CH3:10])=[O:11])[cH:20][cH:19][c:18]([C:21]([CH3:22])([CH3:23])[CH3:24])[cH:17]1.